From a dataset of the Open Reaction Database (ORD), a public repository of structured organic reaction records. describe an organic reaction: reactants, conditions, products, and yield Starting materials: Oc1cnccc1CCCOc1cccnc1Oc1cccc(Br)c1, CI, CCOC(C)=O, [H-], [Na+], CN(C)C=O. The product is COc1cnccc1CCCOc1cccnc1Oc1cccc(Br)c1. As a reaction SMILES: [Br:3][c:4]1[cH:5][c:6]([O:7][c:8]2[n:9][cH:10][cH:11][cH:12][c:13]2[O:14][CH2:15][CH2:16][CH2:17][c:18]2[c:19]([OH:24])[cH:20][n:21][cH:22][cH:23]2)[cH:25][cH:26][cH:27]1.[CH3:28][I:29].[CH3:30][CH2:31][O:32][C:33](=[O:34])[CH3:35].[H-:1].[Na+:2].[O:36]=[CH:37][N:38]([CH3:39])[CH3:40]>>[Br:3][c:4]1[cH:5][c:6]([O:7][c:8]2[n:9][cH:10][cH:11][cH:12][c:13]2[O:14][CH2:15][CH2:16][CH2:17][c:18]2[c:19]([O:24][CH3:30])[cH:20][n:21][cH:22][cH:23]2)[cH:25][cH:26][cH:27]1. The reactants are CC(C)(C)OC(=O)N1CCc2cc(Oc3ccc(C#N)cc3)ccc2C1, CC(C)(C)O, [K+], [OH-]. Product: CC(C)(C)OC(=O)N1CCc2cc(Oc3ccc(C(N)=O)cc3)ccc2C1. Reaction SMILES: [C:1]([CH3:2])([CH3:3])([CH3:4])[O:5][C:6](=[O:7])[N:8]1[CH2:9][c:10]2[cH:11][cH:12][c:13]([O:18][c:19]3[cH:20][cH:21][c:22]([C:25]#[N:26])[cH:23][cH:24]3)[cH:14][c:15]2[CH2:16][CH2:17]1.[C:29]([OH:30])([CH3:31])([CH3:32])[CH3:33].[K+:28].[OH-:27]>>[C:1]([CH3:2])([CH3:3])([CH3:4])[O:5][C:6](=[O:7])[N:8]1[CH2:9][c:10]2[cH:11][cH:12][c:13]([O:18][c:19]3[cH:20][cH:21][c:22]([C:25]([NH2:26])=[O:27])[cH:23][cH:24]3)[cH:14][c:15]2[CH2:16][CH2:17]1. Reactants: CC(=O)N(C)N(C(=O)OC(C)(C)C)c1ccc(CCn2cnc3cc(-c4ccc(Cl)cc4)sc3c2=O)cc1, ClCCl, O=C(O)C(F)(F)F. Product: CC(=O)N(C)Nc1ccc(CCn2cnc3cc(-c4ccc(Cl)cc4)sc3c2=O)cc1. Reaction SMILES: [C:1]([CH3:2])(=[O:3])[N:4]([N:5]([C:6]([O:7][C:8]([CH3:9])([CH3:10])[CH3:11])=[O:12])[c:13]1[cH:14][cH:15][c:16]([CH2:19][CH2:20][n:21]2[cH:22][n:23][c:24]3[c:25]([c:26]2=[O:27])[s:28][c:29](-[c:31]2[cH:32][cH:33][c:34]([Cl:37])[cH:35][cH:36]2)[cH:30]3)[cH:17][cH:18]1)[CH3:38].[Cl:46][CH2:47][Cl:48].[OH:39][C:40]([C:41]([F:42])([F:43])[F:44])=[O:45]>>[C:1]([CH3:2])(=[O:3])[N:4]([NH:5][c:13]1[cH:14][cH:15][c:16]([CH2:19][CH2:20][n:21]2[cH:22][n:23][c:24]3[c:25]([c:26]2=[O:27])[s:28][c:29](-[c:31]2[cH:32][cH:33][c:34]([Cl:37])[cH:35][cH:36]2)[cH:30]3)[cH:17][cH:18]1)[CH3:38].